From a dataset of the Open Reaction Database (ORD), a public repository of structured organic reaction records. describe an organic reaction: reactants, conditions, products, and yield The reactants are CC(=O)Nc1ccc(S(=O)(=O)Cl)cc1, CCn1cc(C(=O)O)c(=O)c2cc(F)c(N3CCC(N)C3)c(F)c21, CN(C)C=O, c1ccncc1, c1ccccc1. The product is CCn1cc(C(=O)O)c(=O)c2cc(F)c(N3CCC(NS(=O)(=O)c4ccc(NC(C)=O)cc4)C3)c(F)c21. As a reaction SMILES: [C:25]([CH3:26])(=[O:27])[NH:28][c:29]1[cH:30][cH:31][c:32]([S:35](=[O:36])(=[O:37])[Cl:38])[cH:33][cH:34]1.[CH2:1]([CH3:2])[n:3]1[cH:4][c:5]([C:22](=[O:23])[OH:24])[c:6](=[O:21])[c:7]2[cH:8][c:9]([F:20])[c:10]([N:14]3[CH2:15][CH:16]([NH2:19])[CH2:17][CH2:18]3)[c:11]([F:13])[c:12]12.[CH3:51][N:52]([CH3:53])[CH:54]=[O:55].[cH:39]1[cH:40][cH:41][n:42][cH:43][cH:44]1.[cH:45]1[cH:46][cH:47][cH:48][cH:49][cH:50]1>>[CH2:1]([CH3:2])[n:3]1[cH:4][c:5]([C:22](=[O:23])[OH:24])[c:6](=[O:21])[c:7]2[cH:8][c:9]([F:20])[c:10]([N:14]3[CH2:15][CH:16]([NH:19][S:35]([c:32]4[cH:31][cH:30][c:29]([NH:28][C:25]([CH3:26])=[O:27])[cH:34][cH:33]4)(=[O:36])=[O:37])[CH2:17][CH2:18]3)[c:11]([F:13])[c:12]12. The reactants are CC(C)(CNC(=O)OC(C)(C)C)CNc1c([N+](=O)[O-])cnc2ccccc12, CO, Cc1ccccc1. Product: CC(C)(CNC(=O)OC(C)(C)C)CNc1c(N)cnc2ccccc12. As a reaction SMILES: [CH3:1][C:2]([CH2:3][NH:4][C:5]([O:6][C:7]([CH3:8])([CH3:9])[CH3:10])=[O:11])([CH2:12][NH:13][c:14]1[c:15]([N+:24]([O-:25])=[O:26])[cH:16][n:17][c:18]2[cH:19][cH:20][cH:21][cH:22][c:23]12)[CH3:27].[CH3:28][OH:29].[CH3:30][c:31]1[cH:32][cH:33][cH:34][cH:35][cH:36]1>>[CH3:1][C:2]([CH2:3][NH:4][C:5]([O:6][C:7]([CH3:8])([CH3:9])[CH3:10])=[O:11])([CH2:12][NH:13][c:14]1[c:15]([NH2:24])[cH:16][n:17][c:18]2[cH:19][cH:20][cH:21][cH:22][c:23]12)[CH3:27]. The reactants are O.[N+](=O)([O-])[O-].[La+3].[N+](=O)([O-])[O-].[N+](=O)([O-])[O-] (lanthanum nitrate hydrate), O.[N+](=O)([O-])[O-].[Cr+3].[N+](=O)([O-])[O-].[N+](=O)([O-])[O-] (chromium nitrate hydrate), [N+](=O)([O-])[O-].[Sr+2].[N+](=O)([O-])[O-] (strontium nitrate), O.[N+](=O)([O-])[O-].[Al+3].[N+](=O)([O-])[O-].[N+](=O)([O-])[O-] (aluminum nitrate hydrate). Yields the product [Cr](=O)([O-])[O-].[Al+3].[Sr+2].[La+3].[Cr](=O)([O-])[O-].[Cr](=O)([O-])[O-].[Cr](=O)([O-])[O-] (lanthanum strontium aluminum chromite). RXN SMILES: [OH2:1].[N+]([O-])([O-])=O.[La+3:6].[N+]([O-])([O-])=O.[N+]([O-])([O-])=O.[N+]([O-])([O-])=O.[Sr+2:19].[N+]([O-])([O-])=O.[OH2:24].[N+]([O-])([O-])=O.[Al+3:29].[N+]([O-])([O-])=O.[N+]([O-])([O-])=O.[OH2:38].[N+]([O-])([O-])=O.[Cr+3:43].[N+]([O-])([O-])=O.[N+]([O-])([O-])=O>>[Cr:43]([O-:38])([O-:24])=[O:1].[Al+3:29].[Sr+2:19].[La+3:6].[Cr:43]([O-:38])([O-:24])=[O:1].[Cr:43]([O-:38])([O-:24])=[O:1].[Cr:43]([O-:38])([O-:24])=[O:1] |f:0.1.2.3.4,5.6.7,8.9.10.11.12,13.14.15.16.17,18.19.20.21.22.23.24|. Reported procedure: Using the same procedure as described in Example 1, lanthanum nitrate hydrate, strontium nitrate, aluminum nitrate hydrate, and chromium nitrate hydrate were combined to produce lanthanum strontium aluminum chromite La1-ySryCr1-xAlxO3, where y=0.0 to 0.3 and x=0.0 to 0.3. This refractory ceramic exhibits good electrical conductivity.